This data is from the Open Reaction Database (ORD), a public repository of structured organic reaction records. The task is: describe an organic reaction: reactants, conditions, products, and yield Starting materials: C=1C=CC(=CC1)P(C=2C=CC=CC2)C3=CC=C4C=CC=CC4=C3C5=C6C=CC=CC6=CC=C5P(C=7C=CC=CC7)C=8C=CC=CC8 (BINAP), ClC1=NC=C(C=C1)Cl (2-chloro-5-chloropyridine), C(C)(=O)N1[C@H](C[C@H](C2=CC(=CC=C12)C1=CC=C(C=C1)CN1CCCCC1)N)C ((cis)-1-acetyl-2-methyl-6-[4-(1-piperidinylmethyl)phenyl]-1,2,3,4-tetrahydro-4-quinolinamine), CC(C)([O-])C.[Na+] (sodium tert-butoxide), Intermediate 25. Reagents/catalysts: C=1C=CC(=CC1)/C=C/C(=O)/C=C/C2=CC=CC=C2.C=1C=CC(=CC1)/C=C/C(=O)/C=C/C2=CC=CC=C2.C=1C=CC(=CC1)/C=C/C(=O)/C=C/C2=CC=CC=C2.[Pd].[Pd] (tris(dibenzylideneacetone)dipalladium(0)). Run in C1(=CC=CC=C1)C (toluene). Reaction conditions: temperature 110 celsius, time 16 hour. The product is C(=O)O.C(C)(=O)N1[C@H](C[C@H](C2=CC(=CC=C12)C1=CC=C(C=C1)CN1CCCCC1)NC1=NC=C(C=C1)Cl)C ((cis)-1-acetyl-N-(5-chloro-2-pyridinyl)-2-methyl-6-[4-(1-piperidinylmethyl)phenyl]-1,2,3,4-tetrahydro-4-quinolinamine formate salt). Yield: 15.0%. Reaction SMILES: Cl[C:2]1[CH:7]=[CH:6][C:5]([Cl:8])=[CH:4][N:3]=1.[C:9]([N:12]1[C:21]2[C:16](=[CH:17][C:18]([C:22]3[CH:27]=[CH:26][C:25]([CH2:28][N:29]4[CH2:34][CH2:33][CH2:32][CH2:31][CH2:30]4)=[CH:24][CH:23]=3)=[CH:19][CH:20]=2)[C@H:15]([NH2:35])[CH2:14][C@@H:13]1[CH3:36])(=[O:11])[CH3:10].C1C=CC(P(C2C(C3C(P(C4C=CC=CC=4)C4C=CC=CC=4)=CC=C4C=3C=CC=C4)=C3C(C=CC=C3)=CC=2)C2C=CC=CC=2)=CC=1.CC(C)([O-:86])C.[Na+]>C1C=CC(/C=C/C(/C=C/C2C=CC=CC=2)=O)=CC=1.C1C=CC(/C=C/C(/C=C/C2C=CC=CC=2)=O)=CC=1.C1C=CC(/C=C/C(/C=C/C2C=CC=CC=2)=O)=CC=1.[Pd].[Pd].C1(C)C=CC=CC=1>[CH:9]([OH:11])=[O:86].[C:9]([N:12]1[C:21]2[C:16](=[CH:17][C:18]([C:22]3[CH:27]=[CH:26][C:25]([CH2:28][N:29]4[CH2:34][CH2:33][CH2:32][CH2:31][CH2:30]4)=[CH:24][CH:23]=3)=[CH:19][CH:20]=2)[C@H:15]([NH:35][C:2]2[CH:7]=[CH:6][C:5]([Cl:8])=[CH:4][N:3]=2)[CH2:14][C@@H:13]1[CH3:36])(=[O:11])[CH3:10] |f:3.4,5.6.7.8.9,11.12|. Procedure details: A flask was charged with 2-chloro-5-chloropyridine (47.0 mg, 0.318 mmol), (cis)-1-acetyl-2-methyl-6-[4-(1-piperidinylmethyl)phenyl]-1,2,3,4-tetrahydro-4-quinolinamine (for a preparation see Intermediate 25) (100 mg, 0.265 mmol), racemic BINAP (8.25 mg, 0.013 mmol), sodium tert-butoxide (30.5 mg, 0.318 mmol) and tris(dibenzylideneacetone)dipalladium(0) (12.13 mg, 0.013 mmol) then filled with toluene (2.5 mL), and the resulting mixture was stirred at 110° C. under nitrogen for 16 h then cooled to ... Reactants: CCOC(=O)CBr, CCO, [Na], CCCCCC(O)c1cccc(OCc2cccc(-c3nn[nH]n3)c2)c1. Product: CCCCCC(O)c1cccc(OCc2cccc(-c3nnn(CC(=O)OCC)n3)c2)c1. Reaction SMILES: [Br:28][CH2:29][C:30](=[O:31])[O:32][CH2:33][CH3:34].[CH3:35][CH2:36][OH:37].[Na:1].[OH:2][CH:3]([CH2:4][CH2:5][CH2:6][CH2:7][CH3:8])[c:9]1[cH:10][c:11]([O:12][CH2:13][c:14]2[cH:15][c:16](-[c:20]3[n:21][n:22][nH:23][n:24]3)[cH:17][cH:18][cH:19]2)[cH:25][cH:26][cH:27]1>>[OH:2][CH:3]([CH2:4][CH2:5][CH2:6][CH2:7][CH3:8])[c:9]1[cH:10][c:11]([O:12][CH2:13][c:14]2[cH:15][c:16](-[c:20]3[n:21][n:22][n:23]([CH2:29][C:30](=[O:31])[O:32][CH2:33][CH3:34])[n:24]3)[cH:17][cH:18][cH:19]2)[cH:25][cH:26][cH:27]1. Reactants: C(C1=CC=CC=C1)OC1=NC(=NC(=C1)C1=CC(=CC=C1)C(F)(F)F)S(=O)(=O)C (4-Benzyloxy-2-methanesulfonyl-6-(3-trifluoromethyl-phenyl)-pyrimidine), [C-]#N.[Na+] (sodium cyanide). The solvent is CS(=O)C (dimethylsulphoxide), ClCCl (dichloromethane). Product: C(C1=CC=CC=C1)OC1=NC(=NC(=C1)C1=CC(=CC=C1)C(F)(F)F)C#N (4-benzyloxy-6-(3-trifluoromethyl-phenyl)-pyrimidine-2-carbonitrile). Isolated yield 67.5%. RXN SMILES: [CH2:1]([O:8][C:9]1[CH:14]=[C:13]([C:15]2[CH:20]=[CH:19][CH:18]=[C:17]([C:21]([F:24])([F:23])[F:22])[CH:16]=2)[N:12]=[C:11](S(C)(=O)=O)[N:10]=1)[C:2]1[CH:7]=[CH:6][CH:5]=[CH:4][CH:3]=1.[C-:29]#[N:30].[Na+]>CS(C)=O.ClCCl>[CH2:1]([O:8][C:9]1[CH:14]=[C:13]([C:15]2[CH:20]=[CH:19][CH:18]=[C:17]([C:21]([F:24])([F:23])[F:22])[CH:16]=2)[N:12]=[C:11]([C:29]#[N:30])[N:10]=1)[C:2]1[CH:7]=[CH:6][CH:5]=[CH:4][CH:3]=1 |f:1.2|. Procedure details: 4-Benzyloxy-2-methanesulfonyl-6-(3-trifluoromethyl-phenyl)-pyrimidine (92 mg) and sodium cyanide (22 mg) were stirred at room temperature in dimethylsulphoxide (500 μl) for 20 minutes. The reaction mixture was diluted with dichloromethane (40 ml) and washed with water (3×50 ml). Organics were separated, dried over sodium sulphate and solvent was evaporated under reduced pressure to yield crude product (86 mg) as a yellow oil. Purification by flash chromatography on silica gave product 4-benzylox... The reactants are C(C)OC=1C=C(C=CC1OCC)C=1SC=C(N1)C1=CC(=C(C(=C1)C=O)O)C(=O)OC (2-(3,4- diethoxyphenyl)-4-(3-methoxycarbonyl-4-hydroxy-5-formylphenyl)thiazole), B.[Na] (sodium boron hydride), B.[Na] (sodium boron hydride). The yield is 99.5%. As a reaction SMILES: [CH2:1]([O:3][C:4]1[CH:5]=[C:6]([C:13]2[S:14][CH:15]=[C:16]([C:18]3[CH:23]=[C:22]([CH:24]=[O:25])[C:21]([OH:26])=[C:20]([C:27]([O:29][CH3:30])=[O:28])[CH:19]=3)[N:17]=2)[CH:7]=[CH:8][C:9]=1[O:10][CH2:11][CH3:12])[CH3:2].B.[Na]>CO>[CH2:1]([O:3][C:4]1[CH:5]=[C:6]([C:13]2[S:14][CH:15]=[C:16]([C:18]3[CH:23]=[C:22]([CH2:24][OH:25])[C:21]([OH:26])=[C:20]([C:27]([O:29][CH3:30])=[O:28])[CH:19]=3)[N:17]=2)[CH:7]=[CH:8][C:9]=1[O:10][CH2:11][CH3:12])[CH3:2] |f:1.2,^1:31|. Product: C(C)OC=1C=C(C=CC1OCC)C=1SC=C(N1)C1=CC(=C(C(=C1)CO)O)C(=O)OC (2-(3,4-diethoxyphenyl)-4-(3-methoxycarbonyl-4-hydroxy-5-hydroxymethylphenyl)-thiazole). Reported procedure: In 20 ml of methanol was suspended 300 mg of 2-(3,4- diethoxyphenyl)-4-(3-methoxycarbonyl-4-hydroxy-5-formylphenyl)thiazole with stirring. Threto was added 26.5 mg of sodium boron hydride at 0° C. The mixture was stirred at room temperature for 1 hour. 26.5 mg of sodium boron hydride was further added, and the resulting mixture was stirred at the same temperature for 1 hour. The solvent was removed from the reaction mixture by distillation. To the residue were added 30 ml of dichloromethane and ... Run in CO (methanol). Starting materials: ClC=1C=CN2C(C(=CC(=C2C1C)C1CC1)C(=O)OC)=O (methyl 8-chloro-1-cyclopropyl-9-methyl-4-oxo-4H-quinolizine-3-carboxylate), C(C)(=O)NCC1=CC=C(C=C1)B(O)O ((4-(acetamidomethyl)phenyl)-boronic acid). Yields the product C(C)(=O)NCC1=CC=C(C=C1)C=1C=CN2C(C(=CC(=C2C1C)C1CC1)C(=O)OC)=O (methyl 8-(4-(acetamidomethyl)phenyl)-1-cyclopropyl-9-methyl-4-oxo-4H-quinolizine-3-carboxylate). Isolated yield 99.6%. RXN SMILES: Cl[C:2]1[CH:3]=[CH:4][N:5]2[C:10]([C:11]=1[CH3:12])=[C:9]([CH:13]1[CH2:15][CH2:14]1)[CH:8]=[C:7]([C:16]([O:18][CH3:19])=[O:17])[C:6]2=[O:20].[C:21]([NH:24][CH2:25][C:26]1[CH:31]=[CH:30][C:29](B(O)O)=[CH:28][CH:27]=1)(=[O:23])[CH3:22]>>[C:21]([NH:24][CH2:25][C:26]1[CH:31]=[CH:30][C:29]([C:2]2[CH:3]=[CH:4][N:5]3[C:10]([C:11]=2[CH3:12])=[C:9]([CH:13]2[CH2:15][CH2:14]2)[CH:8]=[C:7]([C:16]([O:18][CH3:19])=[O:17])[C:6]3=[O:20])=[CH:28][CH:27]=1)(=[O:23])[CH3:22]. Reported procedure: Methyl 8-(4-(acetamidomethyl)phenyl)-1-cyclopropyl-9-methyl-4-oxo-4H-quinolizine-3-carboxylate was prepared according to General Procedure A from methyl 8-chloro-1-cyclopropyl-9-methyl-4-oxo-4H-quinolizine-3-carboxylate (100 mg, 0.34 mmol) and (4-(acetamidomethyl)phenyl)-boronic acid (79.3 mg, 0.41 mmol). Purification by flash silica column chromatography (DCM:MeOH) (1:0 to 9:1) afforded the title compound as a yellow solid (137 mg, 99%). Starting materials: O.O.O.C(C)(=O)[O-].[Na+] (sodium acetate trihydrate), ClC1=C(C=C(C=C1)F)C1CN(C=C1)C(=O)OC(C)(C)C (tert-butyl 3-(2-chloro-5-fluorophenyl)-2,3-dihydro-1H-pyrrole-1-carboxylate), F[B-](F)(F)F.C1(=CC=CC=C1)[N+]#N (benzenediazonium tetrafluoroborate), NC1=CC=CC=C1 (aniline). The reagents and catalysts are C=1C=CC(=CC1)/C=C/C(=O)/C=C/C2=CC=CC=C2.C=1C=CC(=CC1)/C=C/C(=O)/C=C/C2=CC=CC=C2.C=1C=CC(=CC1)/C=C/C(=O)/C=C/C2=CC=CC=C2.[Pd].[Pd] (Tris(dibenzylideneacetone)dipalladium(0)). Run in C(C)#N (acetonitrile). Run at time 16 hour. Yields the product ClC1=C(C=C(C=C1)F)C1=CC(N(C1)C(=O)OC(C)(C)C)C1=CC=CC=C1 (tert-butyl 4-(2-chloro-5-fluorophenyl)-2-phenyl-2,5-dihydro-1H-pyrrole-1-carboxylate). As a reaction SMILES: [Cl:1][C:2]1[CH:7]=[CH:6][C:5]([F:8])=[CH:4][C:3]=1[CH:9]1[CH:13]=[CH:12][N:11]([C:14]([O:16][C:17]([CH3:20])([CH3:19])[CH3:18])=[O:15])[CH2:10]1.F[B-](F)(F)F.[C:26]1([N+]#N)[CH:31]=[CH:30][CH:29]=[CH:28][CH:27]=1.NC1C=CC=CC=1.O.O.O.C([O-])(=O)C.[Na+]>C(#N)C.C1C=CC(/C=C/C(/C=C/C2C=CC=CC=2)=O)=CC=1.C1C=CC(/C=C/C(/C=C/C2C=CC=CC=2)=O)=CC=1.C1C=CC(/C=C/C(/C=C/C2C=CC=CC=2)=O)=CC=1.[Pd].[Pd]>[Cl:1][C:2]1[CH:7]=[CH:6][C:5]([F:8])=[CH:4][C:3]=1[C:9]1[CH2:10][N:11]([C:14]([O:16][C:17]([CH3:20])([CH3:19])[CH3:18])=[O:15])[CH:12]([C:26]2[CH:31]=[CH:30][CH:29]=[CH:28][CH:27]=2)[CH:13]=1 |f:1.2,4.5.6.7.8,10.11.12.13.14|. Procedure details: Tris(dibenzylideneacetone)dipalladium(0) (20 mg, 022 mmol, 0.020 equiv) was added to a deoxygenated mixture of tert-butyl 3-(2-chloro-5-fluorophenyl)-2,3-dihydro-1H-pyrrole-1-carboxylate (1-2, 330 mg, 1.11 mmol, 1 equiv), benzenediazonium tetrafluoroborate (1-3, prepared from aniline by the method described for 1-1, 213 mg, 1.11 mmol, 1.00 equiv), and sodium acetate trihydrate (459 mg, 3.32 mmol, 3.00 equiv) in acetonitrile (20 mL) at 23° C. The reaction mixture was stirred for 16 hours, then pa... The reactants are ClCCl, CC(=O)O, CC(C)=O, C1CCC2=NCCCN2CC1, [C-]#[N+]C1(C(C)(C)O)C(=O)N(C(C(=O)OC)=C(C)C)C1CC=C. Yields the product C=CCC1N(C(C(=O)OC)=C(C)C)C(=O)C12N=COC2(C)C. RXN SMILES: [CH2:38]([Cl:39])[Cl:40].[CH3:34][C:35](=[O:36])[OH:37].[CH3:41][C:42](=[O:43])[CH3:44].[N:1]12[CH2:2][CH2:3][CH2:4][N:5]=[C:6]1[CH2:7][CH2:8][CH2:9][CH2:10][CH2:11]2.[OH:12][C:13]([CH3:14])([CH3:15])[C:16]1([N+:32]#[C-:33])[C:17](=[O:31])[N:18]([C:23]([C:24](=[O:25])[O:26][CH3:27])=[C:28]([CH3:29])[CH3:30])[CH:19]1[CH2:20][CH:21]=[CH2:22]>>[O:12]1[C:13]([CH3:14])([CH3:15])[C:16]2([C:17](=[O:31])[N:18]([C:23]([C:24](=[O:25])[O:26][CH3:27])=[C:28]([CH3:29])[CH3:30])[CH:19]2[CH2:20][CH:21]=[CH2:22])[N:32]=[CH:33]1.